describe an organic reaction: reactants, conditions, products, and yield From a dataset of the Open Reaction Database (ORD), a public repository of structured organic reaction records. The reactants are COC(=O)C1=C(O)c2c(c3ccccc3n2C)S(=O)(=O)N1C, Nc1ccncn1. The product is CN1C(C(=O)Nc2ccncn2)=C(O)c2c(c3ccccc3n2C)S1(=O)=O. Reaction SMILES: [CH3:1][N:2]1[S:3](=[O:21])(=[O:22])[c:4]2[c:5]([n:6]([CH3:13])[c:7]3[cH:8][cH:9][cH:10][cH:11][c:12]23)[C:14]([OH:20])=[C:15]1[C:16]([O:18][CH3:17])=[O:19].[NH2:23][c:24]1[n:25][cH:26][n:27][cH:28][cH:29]1>>[CH3:1][N:2]1[S:3](=[O:21])(=[O:22])[c:4]2[c:5]([n:6]([CH3:13])[c:7]3[cH:8][cH:9][cH:10][cH:11][c:12]23)[C:14]([OH:20])=[C:15]1[C:16](=[O:18])[NH:23][c:24]1[n:25][cH:26][n:27][cH:28][cH:29]1. Starting materials: BrC1=C(C=CC(=C1)S(=O)(=O)CCC)C (2-bromo-1-methyl-4-(propylsulfonyl)benzene), C(C)(C)(C)OC(COC1=C(C=C(C=C1)C#N)C#C)=O (tert-butyl(4-cyano-2-ethynylphenoxy)acetate), BrC1=C(C=CC(=C1)S(=O)(=O)CCC)C (2-bromo-1-methyl-4-(propylsulfonyl)benzene), C(C)(C)(C)OC(COC1=C(C=C(C=C1)C#N)C#C)=O (tert-butyl(4-cyano-2-ethynylphenoxy)acetate). The product is C(#N)C1=CC(=C(OCC(=O)O)C=C1)C#CC1=C(C=CC(=C1)S(=O)(=O)CCC)C ((4-cyano-2-{[2-methyl-5-(propylsulfonyl)phenyl]ethynyl}phenoxy)acetic acid). As a reaction SMILES: Br[C:2]1[CH:7]=[C:6]([S:8]([CH2:11][CH2:12][CH3:13])(=[O:10])=[O:9])[CH:5]=[CH:4][C:3]=1[CH3:14].C([O:19][C:20](=[O:33])[CH2:21][O:22][C:23]1[CH:28]=[CH:27][C:26]([C:29]#[N:30])=[CH:25][C:24]=1[C:31]#[CH:32])(C)(C)C>>[C:29]([C:26]1[CH:27]=[CH:28][C:23]([O:22][CH2:21][C:20]([OH:33])=[O:19])=[C:24]([C:31]#[C:32][C:2]2[CH:7]=[C:6]([S:8]([CH2:11][CH2:12][CH3:13])(=[O:10])=[O:9])[CH:5]=[CH:4][C:3]=2[CH3:14])[CH:25]=1)#[N:30]. Procedure details: Following the general method as outlined in Example 37, starting from 2-bromo-1-methyl-4-(propylsulfonyl)benzene (Intermediate 37) and tert-butyl(4-cyano-2-ethynylphenoxy)acetate (Intermediate 46), the title compound was obtained as a white solid after purification by preparative HPLC. Starting materials: [Si](C)(C)(C(C)(C)C)OC1=CC=C(C=C1)CCN(C(=O)C1CC1)C1=C(C=CC(=C1)OC)C1CC2=CC=C(C=C2CC1)OC (cyclopropanecarboxylic acid {2-[4-(tert-butyldimethylsilyloxy)phenyl]ethyl}[5-methoxy-2-(6-methoxy-1,2,3,4-tetrahydronaphthalen-2-yl)phenyl]amide), [Si](C)(C)(C(C)(C)C)OC1=CC=C(C=C1)CCN(C1=C(C=CC(=C1)OC)C1CC2=CC=C(C=C2CC1)OC)CC1CC1 ({2-[4-(tert-butyldimethylsilyloxy)phenyl]ethyl}cyclopropylmethyl[5-methoxy-2-(6-methoxy-1,2,3,4-tetrahydronaphthalen-2-yl)phenyl]amine), [F-].C(CCC)[N+](CCCC)(CCCC)CCCC (tetrabutylammonium fluoride). Run at time 20 minute. Product: C1(CC1)CN(CCC1=CC=C(C=C1)O)C1=C(C=CC(=C1)OC)C1CC2=CC=C(C=C2CC1)OC (4-{2-{Cyclopropylmethyl[5-methoxy-2-(6-methoxy-1,2,3,4-tetrahydronaphthalen-2-yl)phenyl]amino}ethyl}phenol). Yield: 94.6%. As a reaction SMILES: [Si]([O:8][C:9]1[CH:14]=[CH:13][C:12]([CH2:15][CH2:16][N:17]([C:23]2[CH:28]=[C:27]([O:29][CH3:30])[CH:26]=[CH:25][C:24]=2[CH:31]2[CH2:40][CH2:39][C:38]3[C:33](=[CH:34][CH:35]=[C:36]([O:41][CH3:42])[CH:37]=3)[CH2:32]2)[C:18]([CH:20]2[CH2:22][CH2:21]2)=O)=[CH:11][CH:10]=1)(C(C)(C)C)(C)C.[Si](OC1C=CC(CCN(CC2CC2)C2C=C(OC)C=CC=2C2CCC3C(=CC=C(OC)C=3)C2)=CC=1)(C(C)(C)C)(C)C.[F-].C([N+](CCCC)(CCCC)CCCC)CCC>>[CH:20]1([CH2:18][N:17]([C:23]2[CH:28]=[C:27]([O:29][CH3:30])[CH:26]=[CH:25][C:24]=2[CH:31]2[CH2:40][CH2:39][C:38]3[C:33](=[CH:34][CH:35]=[C:36]([O:41][CH3:42])[CH:37]=3)[CH2:32]2)[CH2:16][CH2:15][C:12]2[CH:13]=[CH:14][C:9]([OH:8])=[CH:10][CH:11]=2)[CH2:22][CH2:21]1 |f:2.3|. Procedure: Synthesized from cyclopropanecarboxylic acid {2-[4-(tert-butyldimethylsilyloxy)phenyl]ethyl}[5-methoxy-2-(6-methoxy-1,2,3,4-tetrahydronaphthalen-2-yl)phenyl]amide (2.3 g) according to an analogous synthetic method to Example 337, to a filtrate of the resulting {2-[4-(tert-butyldimethylsilyloxy)phenyl]ethyl}cyclopropylmethyl[5-methoxy-2-(6-methoxy-1,2,3,4-tetrahydronaphthalen-2-yl)phenyl]amine was added tetrabutylammonium fluoride (1M solution in tetrahydrofuran) (4 ml), and the solution was stir... The reactants are O[C@H](C)[C@H]1CC[C@H]2[C@@H]3CCC4=CC(CC[C@]4(C)[C@H]3CC[C@]12C)=O ((20R)-20-hydroxy-pregn-4-en-3-one), CC(C)([O-])C.[K+] (potassium tert. butoxide), ice. Solvent: CS(=O)C (dimethyl sulphoxide). Reaction conditions: time 4 hour. Product: O[C@H](C)[C@H]1CC[C@H]2[C@@H]3CC=C4CC(CC[C@]4(C)[C@H]3CC[C@]12C)=O ((20R)-20-hydroxy-pregn-5-en-3-one). As a reaction SMILES: [OH:1][C@@H:2]([C@@H:4]1[C@:21]2([CH3:22])[C@H:7]([C@H:8]3[C@H:18]([CH2:19][CH2:20]2)[C@:16]2([CH3:17])[C:11](=[CH:12][C:13](=[O:23])[CH2:14][CH2:15]2)[CH2:10][CH2:9]3)[CH2:6][CH2:5]1)[CH3:3].CC(C)([O-])C.[K+]>CS(C)=O>[OH:1][C@@H:2]([C@@H:4]1[C@:21]2([CH3:22])[C@H:7]([C@H:8]3[C@H:18]([CH2:19][CH2:20]2)[C@:16]2([CH3:17])[C:11]([CH2:12][C:13](=[O:23])[CH2:14][CH2:15]2)=[CH:10][CH2:9]3)[CH2:6][CH2:5]1)[CH3:3] |f:1.2|. Procedure: A solution of 34.8 g (0.11 mol) of (20R)-20-hydroxy-pregn-4-en-3-one in 300 ml of dimethyl sulphoxide is treated with 18.7 g (0.16 mol) of potassium tert. butoxide and stirred for 4 hours at room temperature under argon. The red-brown mixture is poured on to 1 kg of ice and the product is extracted with methylene chloride. The extract is washed with water, dried over sodium sulphate and evaporated in a water-jet vacuum. The residue is chromatographed on 1 kg of silica gel with hexane/ether/methy...